This data is from the Open Reaction Database (ORD), a public repository of structured organic reaction records. The task is: describe an organic reaction: reactants, conditions, products, and yield The reactants are C(C)(C)(C)OC(=O)N1[C@@H](CC(C1)=NOC)C(=O)O ((2S,4EZ)-1-(tert-butoxycarbonyl)-4-(methoxyimino)-2-pyrrolidinecarboxylic acid), C1(=CC=C(C=C1)S(=O)(=O)Cl)C1=CC=CC=C1 ([1,1′-biphenyl]-4-sulfonyl chloride), N[C@H]1[C@@H](CCCC1)CO ([(1R,2R)-2-aminocyclohexyl]methanol). Yields the product C1(=CC=C(C=C1)S(=O)(=O)N1[C@@H](CC(C1)=NOC)C(=O)N[C@H]1[C@@H](CCCC1)CO)C1=CC=CC=C1 ((2S,4EZ)-1-([1,1′-biphenyl]-4-ylsulfonyl)-N-[(1R,2R)-2-(hydroxymethyl)-cyclohexyl]-4-(methoxyimino)-2-pyrrolidinecarboxamide). As a reaction SMILES: C(OC([N:8]1[CH2:12][C:11](=[N:13][O:14][CH3:15])[CH2:10][C@H:9]1[C:16]([OH:18])=O)=O)(C)(C)C.[C:19]1([C:29]2[CH:34]=[CH:33][CH:32]=[CH:31][CH:30]=2)[CH:24]=[CH:23][C:22]([S:25](Cl)(=[O:27])=[O:26])=[CH:21][CH:20]=1.[NH2:35][C@@H:36]1[CH2:41][CH2:40][CH2:39][CH2:38][C@H:37]1[CH2:42][OH:43]>>[C:19]1([C:29]2[CH:34]=[CH:33][CH:32]=[CH:31][CH:30]=2)[CH:24]=[CH:23][C:22]([S:25]([N:8]2[CH2:12][C:11](=[N:13][O:14][CH3:15])[CH2:10][C@H:9]2[C:16]([NH:35][C@@H:36]2[CH2:41][CH2:40][CH2:39][CH2:38][C@H:37]2[CH2:42][OH:43])=[O:18])(=[O:27])=[O:26])=[CH:21][CH:20]=1. Procedure details: Following the general method as outlined in Example 22, starting from (2S,4EZ)-1-(tert-butoxycarbonyl)-4-(methoxyimino)-2-pyrrolidinecarboxylic acid, [1,1′-biphenyl]-4-sulfonyl chloride, and [(1R,2R)-2-aminocyclohexyl]methanol, the title compound was obtained in 40% purity by HPLC. MS(ESI+): m/z=486. Starting materials: O=C([O-])[O-], CC(C)=O, ClCc1ccccc1, [I-], [K+], [K+], [Na+], O, CC(=O)c1ccc(O)c(CS(C)(=O)=O)c1. Yields the product CC(=O)c1ccc(OCc2ccccc2)c(CS(C)(=O)=O)c1. Reaction SMILES: [C:16](=[O:17])([O-:18])[O-:19].[CH3:33][C:34](=[O:35])[CH3:36].[Cl:22][CH2:23][c:24]1[cH:25][cH:26][cH:27][cH:28][cH:29]1.[I-:31].[K+:20].[K+:21].[Na+:30].[OH2:32].[OH:1][c:2]1[c:3]([CH2:11][S:12](=[O:13])(=[O:14])[CH3:15])[cH:4][c:5]([C:8]([CH3:9])=[O:10])[cH:6][cH:7]1>>[O:1]([c:2]1[c:3]([CH2:11][S:12](=[O:13])(=[O:14])[CH3:15])[cH:4][c:5]([C:8]([CH3:9])=[O:10])[cH:6][cH:7]1)[CH2:23][c:24]1[cH:25][cH:26][cH:27][cH:28][cH:29]1. Starting materials: Cn1c(CC(F)(F)F)cc(=O)c(OCc2ccccc2)c1CO, CC#N, O=S(Cl)Cl. The product is Cn1c(CC(F)(F)F)cc(=O)c(OCc2ccccc2)c1CCl. RXN SMILES: [CH2:1]([c:2]1[cH:3][cH:4][cH:5][cH:6][cH:7]1)[O:8][c:9]1[c:10]([CH2:22][OH:23])[n:11]([CH3:21])[c:12]([CH2:16][C:17]([F:18])([F:19])[F:20])[cH:13][c:14]1=[O:15].[CH3:28][C:29]#[N:30].[S:24]([Cl:25])([Cl:26])=[O:27]>>[CH2:1]([c:2]1[cH:3][cH:4][cH:5][cH:6][cH:7]1)[O:8][c:9]1[c:10]([CH2:22][Cl:26])[n:11]([CH3:21])[c:12]([CH2:16][C:17]([F:18])([F:19])[F:20])[cH:13][c:14]1=[O:15]. Starting materials: [Si](C)(C)(C(C)(C)C)O[C@@H]1C([C@@H]2CCC=3C4=CC[C@H]([C@@H](CCC(=O)O)C)[C@]4(CCC3[C@]2(CC1)C)C)(C)C (3β-tert-Butyldimethylsilyloxy-4,4-dimethyl-5α-chola-8,14-dien-24-oic acid), C(C)(C)(C)N (tert-butylamine), Cl.C(C)O (HCl ethanol). Yields the product C(C)(C)(C)NC(CC[C@@H](C)[C@H]1CC=C2C=3CC[C@H]4C([C@H](CC[C@]4(C)C3CC[C@]12C)O)(C)C)=O (3β-Hydroxy-4,4-dimethyl-5α-chola-8,14-dien-24-oic Acid-N-tert-butylamide). Reaction SMILES: [Si]([O:8][C@H:9]1[CH2:32][CH2:31][C@@:30]2([CH3:33])[C@@H:11]([CH2:12][CH2:13][C:14]3[C:15]4[C@:26]([CH3:34])([CH2:27][CH2:28][C:29]=32)[C@@H:18]([C@H:19]([CH3:25])[CH2:20][CH2:21][C:22]([OH:24])=O)[CH2:17][CH:16]=4)[C:10]1([CH3:36])[CH3:35])(C(C)(C)C)(C)C.[C:37]([NH2:41])([CH3:40])([CH3:39])[CH3:38].Cl.C(O)C>>[C:37]([NH:41][C:22](=[O:24])[CH2:21][CH2:20][C@H:19]([C@@H:18]1[C@:26]2([CH3:34])[C:15]([C:14]3[CH2:13][CH2:12][C@@H:11]4[C@:30]([C:29]=3[CH2:28][CH2:27]2)([CH3:33])[CH2:31][CH2:32][C@H:9]([OH:8])[C:10]4([CH3:35])[CH3:36])=[CH:16][CH2:17]1)[CH3:25])([CH3:40])([CH3:39])[CH3:38] |f:2.3|. Procedure: 3β-tert-Butyldimethylsilyloxy-4,4-dimethyl-5α-chola-8,14-dien-24-oic acid (0.50 g) is reacted with tert-butylamine and hydrolysed with HCl/ethanol following the procedure outlined in example 39 to give the title compound (204 mg). Melting point: 171-176° C. The reactants are CC1(C=2C=CC(=CC2C(CC1)(C)C)/C(=C/C1=CC=C(C(=O)O)C=C1)/C)C (p-[(E)-2-(5,6,7,8-tetrahydro-5,5,8,8-tetramethyl-2-naphthyl)propenyl]-benzoic acid), N1CCOCC1 (morpholine). Yields the product CC1(C=2C=CC(=CC2C(CC1)(C)C)/C(=C/C1=CC=C(C(=O)N2CCOCC2)C=C1)/C)C (p-[(E)-2-(5,6,7,8-tetrahydro-5,5,8,8-tetramethyl-2-naphthyl)propenyl]-benzoic acid morpholide). RXN SMILES: [CH3:1][C:2]1([CH3:26])[CH2:11][CH2:10][C:9]([CH3:13])([CH3:12])[C:8]2[CH:7]=[C:6](/[C:14](/[CH3:25])=[CH:15]/[C:16]3[CH:24]=[CH:23][C:19]([C:20](O)=[O:21])=[CH:18][CH:17]=3)[CH:5]=[CH:4][C:3]1=2.[NH:27]1[CH2:32][CH2:31][O:30][CH2:29][CH2:28]1>>[CH3:26][C:2]1([CH3:1])[CH2:11][CH2:10][C:9]([CH3:13])([CH3:12])[C:8]2[CH:7]=[C:6](/[C:14](/[CH3:25])=[CH:15]/[C:16]3[CH:24]=[CH:23][C:19]([C:20]([N:27]4[CH2:32][CH2:31][O:30][CH2:29][CH2:28]4)=[O:21])=[CH:18][CH:17]=3)[CH:5]=[CH:4][C:3]1=2. Reported procedure: In a manner analogous to that described in Example 11, from p-[(E)-2-(5,6,7,8-tetrahydro-5,5,8,8-tetramethyl-2-naphthyl)propenyl]-benzoic acid and morpholine there can be obtained p-[(E)-2-(5,6,7,8-tetrahydro-5,5,8,8-tetramethyl-2-naphthyl)propenyl]-benzoic acid morpholide of melting point 143°-144° C. Starting materials: C(C)(=O)OCC (ethyl acetate), FC1=CC=C(C=C1)C(N1CCNCC1)C1=CC=C(C=C1)F (1-[bis(4-fluorophenyl)methyl]piperazine), N1(CCCC2=CC=CC=C12)NC(C(C)Br)=O (N-(1,2,3,4-tetrahydro-1-quinolyl)-2-bromopropionamide), C([O-])([O-])=O.[K+].[K+] (potassium carbonate). Run in O1CCCC1 (tetrahydrofuran), CN(C=O)C (N,N-dimethylformamide). Conditions: temperature 90 celsius, time 2 hour. Yields the product FC1=CC=C(C=C1)C(N1CCN(CC1)C(C)C(=O)N1CCCC2=CC=CC=C12)C1=CC=C(C=C1)F (1-[bis(4-fluorophenyl)methyl]-4-[1-(1,2,3,4-tetrahydroquinoline-1-carbonyl)ethyl]piperazine). Reaction SMILES: [F:1][C:2]1[CH:7]=[CH:6][C:5]([CH:8]([C:15]2[CH:20]=[CH:19][C:18]([F:21])=[CH:17][CH:16]=2)[N:9]2[CH2:14][CH2:13][NH:12][CH2:11][CH2:10]2)=[CH:4][CH:3]=1.[N:22]1(NC(=O)C(Br)C)[C:31]2[C:26](=[CH:27][CH:28]=[CH:29][CH:30]=2)[CH2:25][CH2:24][CH2:23]1.[C:38](=[O:41])([O-])[O-].[K+].[K+].[C:44](OCC)(=O)[CH3:45]>O1CCCC1.CN(C)C=O>[F:21][C:18]1[CH:19]=[CH:20][C:15]([CH:8]([C:5]2[CH:4]=[CH:3][C:2]([F:1])=[CH:7][CH:6]=2)[N:9]2[CH2:10][CH2:11][N:12]([CH:44]([C:38]([N:22]3[C:31]4[C:26](=[CH:27][CH:28]=[CH:29][CH:30]=4)[CH2:25][CH2:24][CH2:23]3)=[O:41])[CH3:45])[CH2:13][CH2:14]2)=[CH:16][CH:17]=1 |f:2.3.4|. Procedure details: A mixture of 300 mg of 1-[bis(4-fluorophenyl)methyl]piperazine and 280 mg of N-(1,2,3,4-tetrahydro-1-quinolyl)-2-bromopropionamide was dissolved in 20 ml of a 1:1 by volume mixture of tetrahydrofuran and N,N-dimethylformamide, and 100 mg of anhydrous potassium carbonate were added to the resulting solution. The solution was then stirred at 90° C. for 2 hours, after which ethyl acetate was added, and the organic layer was separated. The organic layer was washed three times with water, and dried o... As a reaction SMILES: [C:3]([CH2:4][C:5](=[O:6])[CH3:7])(=[O:8])[O:9][CH2:10][CH3:11].[CH3:45][C:46](=[O:47])[OH:48].[CH:17]1([c:20]2[n:21][c:22]3[cH:23][cH:24][cH:25][cH:26][c:27]3[c:28](-[c:38]3[cH:39][cH:40][c:41]([F:44])[cH:42][cH:43]3)[c:29]2[CH:30]=[CH:31][C:32](=[O:33])[N:34]([O:35][CH3:36])[CH3:37])[CH2:18][CH2:19]1.[Cl-:49].[H-:1].[Li:12][CH2:13][CH2:14][CH2:15][CH3:16].[Na+:2].[Na+:50].[O:51]1[CH2:52][CH2:53][CH2:54][CH2:55]1.[OH2:56]>>[C:3]([CH2:4][C:5](=[O:6])[CH2:7][C:32]([CH:31]=[CH:30][c:29]1[c:20]([CH:17]2[CH2:18][CH2:19]2)[n:21][c:22]2[cH:23][cH:24][cH:25][cH:26][c:27]2[c:28]1-[c:38]1[cH:39][cH:40][c:41]([F:44])[cH:42][cH:43]1)=[O:33])(=[O:8])[O:9][CH2:10][CH3:11]. Yields the product CCOC(=O)CC(=O)CC(=O)C=Cc1c(C2CC2)nc2ccccc2c1-c1ccc(F)cc1. The reactants are CCOC(=O)CC(C)=O, CC(=O)O, CON(C)C(=O)C=Cc1c(C2CC2)nc2ccccc2c1-c1ccc(F)cc1, [Cl-], [H-], [Li]CCCC, [Na+], [Na+], C1CCOC1, O.